This data is from the Open Reaction Database (ORD), a public repository of structured organic reaction records. The task is: describe an organic reaction: reactants, conditions, products, and yield Reactants: Brc1cccc2cc[nH]c12, [Li]CCCC, CCCCCC, CN(C)C=O, C1CCOC1, O. Product: O=Cc1cccc2cc[nH]c12. As a reaction SMILES: [Br:1][c:2]1[cH:3][cH:4][cH:5][c:6]2[cH:7][cH:8][nH:9][c:10]12.[CH2:11]([Li:12])[CH2:13][CH2:14][CH3:15].[CH3:16][CH2:17][CH2:18][CH2:19][CH2:20][CH3:21].[CH3:22][N:23]([CH:24]=[O:25])[CH3:26].[O:27]1[CH2:28][CH2:29][CH2:30][CH2:31]1.[OH2:32]>>[c:2]1([CH:24]=[O:25])[cH:3][cH:4][cH:5][c:6]2[cH:7][cH:8][nH:9][c:10]12. The reactants are Oc1ccc(Cl)c(I)c1, CCI, [K+], [K+], O=C([O-])[O-], CN(C)C=O. Product: CCOc1ccc(Cl)c(I)c1. As a reaction SMILES: [Cl:10][c:11]1[c:12]([I:18])[cH:13][c:14]([OH:17])[cH:15][cH:16]1.[I:7][CH2:8][CH3:9].[K+:1].[K+:2].[O-:3][C:4]([O-:5])=[O:6].[O:19]=[CH:20][N:21]([CH3:22])[CH3:23]>>[CH2:8]([CH3:9])[O:17][c:14]1[cH:13][c:12]([I:18])[c:11]([Cl:10])[cH:16][cH:15]1.